Task: describe an organic reaction: reactants, conditions, products, and yield. Dataset: the Open Reaction Database (ORD), a public repository of structured organic reaction records Starting materials: [Li+].[OH-] (LiOH), O=C1NC(=NN1C1CCN(CC1)C(=O)O[C@@H](C(=O)N1CCC(CC1)C1CCN(CC1)CC(=O)OCC)CC1=CC(=C(C(=C1)C)O)C)C1=CC=CC=C1 ((R)-2-(1′-ethoxycarbonylmethyl-4,4′-bipiperidinyl-1-yl)-1-(4-hydroxy-3,5-dimethyl-benzyl)-2-oxo-ethyl 4-(5-oxo-3-phenyl-4,5-dihydro-1,2,4-triazol-1-yl)-piperidine-1-carboxylate). Run in O (water), C1CCOC1 (THF). Conditions: time 1 hour. Yields the product O=C1NC(=NN1C1CCN(CC1)C(=O)O[C@@H](C(=O)N1CCC(CC1)C1CCN(CC1)CC(=O)O)CC1=CC(=C(C(=C1)C)O)C)C1=CC=CC=C1 ((R)-2-(1′-carboxymethyl-4,4′-bipiperidinyl-1-yl)-1-(4-hydroxy-3,5-dimethyl-benzyl)-2-oxo-ethyl 4-(5-oxo-3-phenyl-4,5-dihydro-1,2,4-triazol-1-yl)-piperidine-1-carboxylate). As a reaction SMILES: [Li+].[OH-].[O:3]=[C:4]1[N:8]([CH:9]2[CH2:14][CH2:13][N:12]([C:15]([O:17][C@H:18]([CH2:39][C:40]3[CH:45]=[C:44]([CH3:46])[C:43]([OH:47])=[C:42]([CH3:48])[CH:41]=3)[C:19]([N:21]3[CH2:26][CH2:25][CH:24]([CH:27]4[CH2:32][CH2:31][N:30]([CH2:33][C:34]([O:36]CC)=[O:35])[CH2:29][CH2:28]4)[CH2:23][CH2:22]3)=[O:20])=[O:16])[CH2:11][CH2:10]2)[N:7]=[C:6]([C:49]2[CH:54]=[CH:53][CH:52]=[CH:51][CH:50]=2)[NH:5]1>O.C1COCC1>[O:3]=[C:4]1[N:8]([CH:9]2[CH2:14][CH2:13][N:12]([C:15]([O:17][C@H:18]([CH2:39][C:40]3[CH:41]=[C:42]([CH3:48])[C:43]([OH:47])=[C:44]([CH3:46])[CH:45]=3)[C:19]([N:21]3[CH2:26][CH2:25][CH:24]([CH:27]4[CH2:32][CH2:31][N:30]([CH2:33][C:34]([OH:36])=[O:35])[CH2:29][CH2:28]4)[CH2:23][CH2:22]3)=[O:20])=[O:16])[CH2:11][CH2:10]2)[N:7]=[C:6]([C:49]2[CH:50]=[CH:51][CH:52]=[CH:53][CH:54]=2)[NH:5]1 |f:0.1|. Procedure details: A solution of 1.2 mg (0.05 mmol) LiOH in 2 mL water was added to a solution of 21 mg (0.03 mmol) (R)-2-(1′-ethoxycarbonylmethyl-4,4′-bipiperidinyl-1-yl)-1-(4-hydroxy-3,5-dimethyl-benzyl)-2-oxo-ethyl 4-(5-oxo-3-phenyl-4,5-dihydro-1,2,4-triazol-1-yl)-piperidine-1-carboxylate in 3 mL THF and the reaction mixture was stirred for 1 h at RT. The THF was evaporated down i.vac., the residue was acidified with 1 M HCl and again evaporated down i.vac. The residue was purified by HPLC, the fractions contai... Reactants: CCC(CC)(c1ccc(C=CC2(O)CCCC2)c(C)c1)c1ccc(-c2ccc(CC(=O)OC)cc2)c(C)c1, CO, [Cl-], [NH4+], [Na+], C1CCOC1, [OH-]. Yields the product CCC(CC)(c1ccc(C=CC2(O)CCCC2)c(C)c1)c1ccc(-c2ccc(CC(=O)O)cc2)c(C)c1. Reaction SMILES: [CH3:3][O:4][C:5]([CH2:6][c:7]1[cH:8][cH:9][c:10](-[c:13]2[c:14]([CH3:39])[cH:15][c:16]([C:19]([CH2:20][CH3:21])([c:22]3[cH:23][c:24]([CH3:36])[c:25]([CH:28]=[CH:29][C:30]4([OH:35])[CH2:31][CH2:32][CH2:33][CH2:34]4)[cH:26][cH:27]3)[CH2:37][CH3:38])[cH:17][cH:18]2)[cH:11][cH:12]1)=[O:40].[CH3:48][OH:49].[Cl-:41].[NH4+:42].[Na+:2].[O:43]1[CH2:44][CH2:45][CH2:46][CH2:47]1.[OH-:1]>>[O:4]=[C:5]([CH2:6][c:7]1[cH:8][cH:9][c:10](-[c:13]2[c:14]([CH3:39])[cH:15][c:16]([C:19]([CH2:20][CH3:21])([c:22]3[cH:23][c:24]([CH3:36])[c:25]([CH:28]=[CH:29][C:30]4([OH:35])[CH2:31][CH2:32][CH2:33][CH2:34]4)[cH:26][cH:27]3)[CH2:37][CH3:38])[cH:17][cH:18]2)[cH:11][cH:12]1)[OH:40]. Product: C(=O)(OC(C)(C)C)CCCCCCC(C(=O)O)N (8-Boc-aminooctanoic acid). Reactants: C(C)(C)(C)OC(=O)OC(=O)OC(C)(C)C (Di-tert-butyl-dicarbonate), C(C)(C)(C)O (tert-butylalcohol), O (water), NCCCCCCCC(=O)O (8-Aminocaprylic acid), C(C)(C)(C)O (tert-butylalcohol), [OH-].[Na+] (NaOH). As a reaction SMILES: [NH2:1][CH2:2][CH2:3][CH2:4][CH2:5][CH2:6][CH2:7][CH2:8][C:9]([OH:11])=[O:10].[OH-].[Na+].C([O:18][C:19](OC(OC(C)(C)C)=O)=[O:20])(C)(C)C.O.[C:30](O)([CH3:33])([CH3:32])[CH3:31]>>[C:9]([CH2:8][CH2:7][CH2:6][CH2:5][CH2:4][CH2:3][CH:2]([NH2:1])[C:19]([OH:20])=[O:18])([O:11][C:30]([CH3:33])([CH3:32])[CH3:31])=[O:10] |f:1.2|. Procedure details: 8-Aminocaprylic acid (970.3 mg, 6.1 mmol) was dissolved in tert-butylalcohol (14.7 ml), 5N NaOH (1.44 ml, 6.1 mmol) was added thereto, and the mixture was stirred at room temperature for 10 minutes. Di-tert-butyl-dicarbonate (1.46 g, 6.7 mmol) dissolved in tert-butylalcohol (10 ml) was added thereto and stirred at room temperature for 24 hours. Then, water (10 ml) was added thereto and the mixture was concentrated under a reduced pressure, cooled to 0° C., and then, 2N H2SO4 was added thereto dr... Reaction conditions: time 10 minute. The reactants are CI, ClC(Cl)Cl, Cc1ccc(S(=O)(=O)N2C(CCc3ncc[nH]3)CCC2c2ccc(F)cc2)cc1, [H-], [Na+]. Product: Cc1ccc(S(=O)(=O)N2C(CCc3nccn3C)CCC2c2ccc(F)cc2)cc1. As a reaction SMILES: [CH3:30][I:31].[CH:34]([Cl:35])([Cl:36])[Cl:37].[F:1][c:2]1[cH:3][cH:4][c:5]([CH:8]2[CH2:9][CH2:10][CH:11]([CH2:23][CH2:24][c:25]3[nH:26][cH:27][cH:28][n:29]3)[N:12]2[S:13](=[O:14])(=[O:15])[c:16]2[cH:17][cH:18][c:19]([CH3:22])[cH:20][cH:21]2)[cH:6][cH:7]1.[H-:32].[Na+:33]>>[F:1][c:2]1[cH:3][cH:4][c:5]([CH:8]2[CH2:9][CH2:10][CH:11]([CH2:23][CH2:24][c:25]3[n:26][cH:27][cH:28][n:29]3[CH3:30])[N:12]2[S:13](=[O:14])(=[O:15])[c:16]2[cH:17][cH:18][c:19]([CH3:22])[cH:20][cH:21]2)[cH:6][cH:7]1. Reactants: C1(CCCC1)CN1C2=CC=CC(=C2C=2C(CCCC12)=O)C(=O)OC (9-[(cyclopentyl)methyl]-5-carbomethoxy-1,2-dihydrocarbazol-4(3H)-one), ClC=1C(C(=C(C(C1Cl)=O)C#N)C#N)=O (2,3-dichloro-5,6-dicyano-1,4-benzoquinone). Run in C1(=CC=CC=C1)C (toluene). Product: C1(CCCC1)CN1C2=CC=CC(=C2C=2C(=CC=CC12)O)C(=O)OC (9-[(cyclopentyl)methyl]-4-hydroxy-5-carbomethoxy carbazole). Yield: 19.3%. As a reaction SMILES: [CH:1]1([CH2:6][N:7]2[C:19]3[CH2:18][CH2:17][CH2:16][C:15](=[O:20])[C:14]=3[C:13]3[C:8]2=[CH:9][CH:10]=[CH:11][C:12]=3[C:21]([O:23][CH3:24])=[O:22])[CH2:5][CH2:4][CH2:3][CH2:2]1.ClC1C(=O)C(C#N)=C(C#N)C(=O)C=1Cl>C1(C)C=CC=CC=1>[CH:1]1([CH2:6][N:7]2[C:19]3[CH:18]=[CH:17][CH:16]=[C:15]([OH:20])[C:14]=3[C:13]3[C:8]2=[CH:9][CH:10]=[CH:11][C:12]=3[C:21]([O:23][CH3:24])=[O:22])[CH2:2][CH2:3][CH2:4][CH2:5]1. Procedure details: A solution of 9-[(cyclopentyl)methyl]-5-carbomethoxy-1,2-dihydrocarbazol-4(3H)-one (730 mg, 2.24 mmol) and 2,3-dichloro-5,6-dicyano-1,4-benzoquinone (560 mg, 2.47 mmol) in 20 mL of toluene was heated at 80° C. for 3 hours. The mixture was purified directly by column chromatography on silica gel (elution with CH2Cl2) to afford 140 mg (0.433 mmol; 19%) of 9-[(cyclopentyl)methyl]-4-hydroxy-5-carbomethoxy carbazole as a yellow oil which slowly solidified. MS (ES) m/e 324 (M+1), 322 (M−1). Starting materials: C(C)(=O)OC1=NC(=CC=C1C)NC(C)=O (6-acetamido-3-methylpyridin-2-yl acetate), Ag2CO3, C(C)(=O)OC1=NC(=CC=C1C)NC(C)=O (6-acetamido-3-methylpyridin-2-yl acetate), IC (iodomethane). Solvent: CO.C(Cl)Cl (MeOH DCM). Run at temperature 35 celsius, time 18 hour. Product: COC1=C(C=CC(=N1)NC(C)=O)C (N-(6-methoxy-5-methylpyridin-2-yl)acetamide). Yield: 143.6%. RXN SMILES: [C:1]([O:4][C:5]1[C:10]([CH3:11])=[CH:9][CH:8]=[C:7]([NH:12][C:13](=[O:15])[CH3:14])[N:6]=1)(=O)C.IC>CO.C(Cl)Cl>[CH3:1][O:4][C:5]1[N:6]=[C:7]([NH:12][C:13](=[O:15])[CH3:14])[CH:8]=[CH:9][C:10]=1[CH3:11] |f:2.3|. Procedure details: To a stirred solution of 6-acetamido-3-methylpyridin-2-yl acetate (3.44 g, 16.5 mmol) in 2:1 MeOH/DCM (105 mL) at rt was added Ag2CO3 (9.11 g, 33.0 mmol) followed by iodomethane (3.09 mL, 49.6 mmol). The resulting mixture was stirred at 35° C. for 18 h then stood at rt for 2 d. The reaction mixture was combined with 2 previous batches derived from 6-acetamido-3-methylpyridin-2-yl acetate (590 mg, 2.83 mmol and 3.44 g, 16.5 mmol) and the combined batches were filtered through celite, rinsing with... The reactants are COC(=O)C1=C(C=CC=C1)S(=O)(=O)N (2-methoxycarbonylphenylsulfonamide), CN1N=C(C=C1C)C(=O)Cl (1,5-dimethylpyrazole-3-carbonyl chloride), C([O-])([O-])=O.[K+].[K+] (potassium carbonate). Solvent: CC(=O)C (acetone). The product is COC(=O)C1=C(C=CC=C1)S(=O)(=O)NC(=O)C1=NN(C(=C1)C)C (N-(2-methoxycarbonylphenylsulfonyl)-1,5-dimethylpyrazole-3-carboxamide). Isolated yield 68.5%. As a reaction SMILES: [CH3:1][O:2][C:3]([C:5]1[CH:10]=[CH:9][CH:8]=[CH:7][C:6]=1[S:11]([NH2:14])(=[O:13])=[O:12])=[O:4].[CH3:15][N:16]1[C:20]([CH3:21])=[CH:19][C:18]([C:22](Cl)=[O:23])=[N:17]1.C(=O)([O-])[O-].[K+].[K+]>CC(C)=O>[CH3:1][O:2][C:3]([C:5]1[CH:10]=[CH:9][CH:8]=[CH:7][C:6]=1[S:11]([NH:14][C:22]([C:18]1[CH:19]=[C:20]([CH3:21])[N:16]([CH3:15])[N:17]=1)=[O:23])(=[O:13])=[O:12])=[O:4] |f:2.3.4|. Reported procedure: 10.8 g of 2-methoxycarbonylphenylsulfonamide, 8.6 g of 1,5-dimethylpyrazole-3-carbonyl chloride and 13.8 g of potassium carbonate in 200 ml of absolute acetone are refluxed for 8 h. The solvent is removed by distillation and then the residue is taken up in water and the pH is adjusted to 2. The precipitate is filtered off with suction and washed with H2O until neutral. The residue is stirred with ether, filtered off with suction and dried under reduced pressure. 11.6 g of N-(2-methoxycarbonylphe... Reaction SMILES: [F:1][C:2]([F:15])([F:14])[CH:3]=[C:4]([CH:8]1[CH2:13][CH2:12][CH2:11][CH2:10][CH2:9]1)[N+:5]([O-:7])=[O:6].[NH2:16][C@@H:17]([C:22]([CH3:25])([CH3:24])[CH3:23])[C:18]([O:20][CH3:21])=[O:19].C(N(C(C)C)CC)(C)C>C1(C)C=CC=CC=1.C(OCC)(=O)C>[CH:8]1([CH:4]([N+:5]([O-:7])=[O:6])[CH:3]([NH:16][CH:17]([C:22]([CH3:25])([CH3:24])[CH3:23])[C:18]([O:20][CH3:21])=[O:19])[C:2]([F:14])([F:15])[F:1])[CH2:9][CH2:10][CH2:11][CH2:12][CH2:13]1. Reaction conditions: temperature 100 celsius. Product: C1(CCCCC1)C(C(C(F)(F)F)NC(C(=O)OC)C(C)(C)C)[N+](=O)[O-] (methyl 2-(3-cyclohexyl-1,1,1-trifluoro-3-nitropropan-2-ylamino)-3,3-dimethylbutanoate). The solvent is C1(=CC=CC=C1)C (toluene), C(C)(=O)OCC (ethyl acetate). Reactants: FC(C=C([N+](=O)[O-])C1CCCCC1)(F)F ((3,3,3-trifluoro-1-nitroprop-1-enyl)cyclohexane), N[C@H](C(=O)OC)C(C)(C)C ((S)-methyl 2-amino-3,3-dimethylbutanoate), C(C)(C)N(CC)C(C)C (diisopropylethylamine). Procedure: A mixture of (3,3,3-trifluoro-1-nitroprop-1-enyl)cyclohexane (3) (0.62 gm), (S)-methyl 2-amino-3,3-dimethylbutanoate (4) (0.656 gm, 1.3 eq) and diisopropylethylamine (0.69 mL) in toluene (15 mL) was heated to 100° C. for 23 hours. After cooling to room temperature, the reaction mixture was diluted with ethyl acetate, and washed successively with 1N hydrochloric acid, water, brine and then dried over anhydrous sodium sulfate. Evaporation to dryness under reduced pressure gave crude methyl 2-(3-cy... The reactants are CCOC(=O)CN, CCN=C=NCCCN(C)C, CCN(C(C)C)C(C)C, Cl, Cl, CN(C)C=O, O, On1nnc2ccccc21, O=C(O)c1ccc(-c2ccccc2)cc1. Yields the product CCOC(=O)CNC(=O)c1ccc(-c2ccccc2)cc1. As a reaction SMILES: [CH2:48]([CH3:49])[O:50][C:51]([CH2:52][NH2:53])=[O:54].[CH3:35][CH2:36][N:37]=[C:38]=[N:39][CH2:40][CH2:41][CH2:42][N:43]([CH3:44])[CH3:45].[CH:1]([N:2]([CH2:3][CH3:4])[CH:5]([CH3:6])[CH3:7])([CH3:8])[CH3:9].[ClH:46].[ClH:47].[O:55]=[CH:56][N:57]([CH3:58])[CH3:59].[OH2:60].[OH:25][n:26]1[c:27]2[c:28]([cH:29][cH:30][cH:31][cH:32]2)[n:33][n:34]1.[c:10]1(-[c:19]2[cH:20][cH:21][cH:22][cH:23][cH:24]2)[cH:11][cH:12][c:13]([C:16](=[O:17])[OH:18])[cH:14][cH:15]1>>[c:10]1(-[c:19]2[cH:20][cH:21][cH:22][cH:23][cH:24]2)[cH:11][cH:12][c:13]([C:16](=[O:18])[NH:53][CH2:52][C:51]([O:50][CH2:48][CH3:49])=[O:54])[cH:14][cH:15]1.